From a dataset of the Open Reaction Database (ORD), a public repository of structured organic reaction records. describe an organic reaction: reactants, conditions, products, and yield The reactants are ClC1=C(OC=2C=CC(=C(C2)S(=O)(=O)CC2CC2)OC)C(=CC(=C1)[N+](=O)[O-])Cl (5-(2,6-dichloro-4-nitro-phenoxy)-2-methoxy-(cyclopropyl-methane-sulfonyl)-benzene), B(Br)(Br)Br (boron tribromide), O (water). Solvent: C(Cl)Cl (CH2Cl2). Reaction conditions: time 2 hour. Product: C1(CC1)CS(=O)(=O)C1=C(C=CC(=C1)OC1=C(C=C(C=C1Cl)[N+](=O)[O-])Cl)O (2-Cyclopropylmethanesulfonyl-4-(2,6-dichloro-4-nitro-phenoxy)-phenol). The yield is 49.1%. As a reaction SMILES: [Cl:1][C:2]1[CH:23]=[C:22]([N+:24]([O-:26])=[O:25])[CH:21]=[C:20]([Cl:27])[C:3]=1[O:4][C:5]1[CH:6]=[CH:7][C:8]([O:18]C)=[C:9]([S:11]([CH2:14][CH:15]2[CH2:17][CH2:16]2)(=[O:13])=[O:12])[CH:10]=1.B(Br)(Br)Br.O>C(Cl)Cl>[CH:15]1([CH2:14][S:11]([C:9]2[CH:10]=[C:5]([O:4][C:3]3[C:2]([Cl:1])=[CH:23][C:22]([N+:24]([O-:26])=[O:25])=[CH:21][C:20]=3[Cl:27])[CH:6]=[CH:7][C:8]=2[OH:18])(=[O:12])=[O:13])[CH2:16][CH2:17]1. Procedure details: To a solution of 5-(2,6-dichloro-4-nitro-phenoxy)-2-methoxy-(cyclopropyl-methane-sulfonyl)-benzene (160 mg, 0.37 mmol) in CH2Cl2 (3 mL) was added boron tribromide (1M in CH2Cl2, 0.74 mL, 0.74 mmol). The resulting mixture was stirred at room temperature for 2 h and water (15 mL) was added. After stirring at room temperature for 1 h, the solution was extracted with EtOAc (3×20 mL). The combined organic extracts were dried and concentrated. The residue was purified by preparative TLC (100% CH2Cl2) ... Starting materials: CO, CCOC(=O)C1(CCCc2c(F)cnc3ccc(OC)cc23)CCN(CCSc2ccccc2)CC1, C1COCCO1. Product: COc1ccc2ncc(F)c(CCCC3(C(=O)O)CCN(CCSc4ccccc4)CC3)c2c1. RXN SMILES: [CH3:43][OH:44].[F:1][c:2]1[cH:3][n:4][c:5]2[cH:6][cH:7][c:8]([O:35][CH3:36])[cH:9][c:10]2[c:11]1[CH2:12][CH2:13][CH2:14][C:15]1([C:30](=[O:31])[O:32][CH2:33][CH3:34])[CH2:16][CH2:17][N:18]([CH2:21][CH2:22][S:23][c:24]2[cH:25][cH:26][cH:27][cH:28][cH:29]2)[CH2:19][CH2:20]1.[O:37]1[CH2:38][CH2:39][O:40][CH2:41][CH2:42]1>>[F:1][c:2]1[cH:3][n:4][c:5]2[cH:6][cH:7][c:8]([O:35][CH3:36])[cH:9][c:10]2[c:11]1[CH2:12][CH2:13][CH2:14][C:15]1([C:30](=[O:31])[OH:32])[CH2:16][CH2:17][N:18]([CH2:21][CH2:22][S:23][c:24]2[cH:25][cH:26][cH:27][cH:28][cH:29]2)[CH2:19][CH2:20]1. Starting materials: CCOC(C)=O, CC(C)=O, Clc1cc(Cl)ncn1, [Na+], [OH-], O, O, Oc1ccc2[nH]ccc2c1. The product is Clc1cc(Oc2ccc3[nH]ccc3c2)ncn1. As a reaction SMILES: [CH3:26][CH2:27][O:28][C:29]([CH3:30])=[O:31].[CH3:4][C:5]([CH3:6])=[O:7].[Cl:8][c:9]1[n:10][cH:11][n:12][c:13]([Cl:15])[cH:14]1.[Na+:2].[OH-:1].[OH2:32].[OH2:3].[OH:16][c:17]1[cH:18][c:19]2[cH:20][cH:21][nH:22][c:23]2[cH:24][cH:25]1>>[c:9]1([O:16][c:17]2[cH:18][c:19]3[cH:20][cH:21][nH:22][c:23]3[cH:24][cH:25]2)[n:10][cH:11][n:12][c:13]([Cl:15])[cH:14]1. Reactants: C(C1=CC=CC=C1)N (benzylamine), C([O-])([O-])=O.[Na+].[Na+] (sodium carbonate), Cl (hydrochloric acid), Cl (hydrochloric acid), O=CC[C@H](O)[C@H](O)CO (2-Deoxy-D-ribose), C(#N)[BH3-].[Na+] (sodium cyanoborohydride), ClC(=O)OC1=CC=CC=C1 (phenyl chloroformate). The solvent is O (water), O1CCOCC1 (dioxan). Run at temperature 0 celsius, time 15 hour. The product is OC[C@@H]([C@H](CCN(CC1=CC=CC=C1)C(=O)OC1=CC=CC=C1)O)O (1,2(S),3(S)-trihydroxy-5-[N-phenoxycarbonyl-N-benzylamino]pentane). The yield is 55273.5%. Reaction SMILES: [CH2:1]([NH2:8])[C:2]1[CH:7]=[CH:6][CH:5]=[CH:4][CH:3]=1.Cl.O=[CH:11][CH2:12][C@@H:13]([C@@H:15]([CH2:17][OH:18])[OH:16])[OH:14].C([BH3-])#N.[Na+].C(=O)([O-])[O-].[Na+].[Na+].Cl[C:30]([O:32][C:33]1[CH:38]=[CH:37][CH:36]=[CH:35][CH:34]=1)=[O:31]>O.O1CCOCC1>[OH:18][CH2:17][C@H:15]([OH:16])[C@@H:13]([OH:14])[CH2:12][CH2:11][N:8]([C:30]([O:32][C:33]1[CH:38]=[CH:37][CH:36]=[CH:35][CH:34]=1)=[O:31])[CH2:1][C:2]1[CH:7]=[CH:6][CH:5]=[CH:4][CH:3]=1 |f:3.4,5.6.7|. Procedure details: A solution of benzylamine (2.14 g, 0.02 moles) in water (25 ml) was adjusted to pH5 with 5N hydrochloric acid. 2-Deoxy-D-ribose (1.34 g, 0.01 mole) and sodium cyanoborohydride (0.062 g, 0.01 mole) were added and the solution was allowed to stand for 15 hours at room temperature. The pH of the solution was adjusted to 10 with sodium carbonate and the mixture was washed several times with ethyl acetate. The aqueous solution was cooled to 0° C, and phenyl chloroformate (1.7 g., 0.011 mmoles) in dio... Reactants: CI, CN(C)C=O, Cc1ccc(NC=O)c([N+](=O)[O-])c1, [H-], [Na+]. The product is Cc1ccc(N(C)C=O)c([N+](=O)[O-])c1. As a reaction SMILES: [CH3:16][I:17].[CH3:18][N:19]([CH3:20])[CH:21]=[O:22].[CH3:3][c:4]1[cH:5][c:6]([N+:13](=[O:14])[O-:15])[c:7]([NH:10][CH:11]=[O:12])[cH:8][cH:9]1.[H-:1].[Na+:2]>>[CH3:3][c:4]1[cH:5][c:6]([N+:13](=[O:14])[O-:15])[c:7]([N:10]([CH:11]=[O:12])[CH3:16])[cH:8][cH:9]1. Starting materials: CN1C(=C(C(C=C1)=O)O)C (1,2-dimethyl-3-hydroxy-4(1H)-pyridinone), solution, C(=O)(Cl)Cl (phosgene), Cl.COC([C@H]1N(CCC1)C(=O)Cl)=O (1-chlorocarbonyl-L-proline methyl ester hydrochloride), Cl.COC([C@H]1NCCC1)=O (L-proline methyl ester hydrochloride). Run in N1=CC=CC=C1 (pyridine), C(C)#N (acetonitrile), C(C)N(CC)CC (triethylamine), C1(=CC=CC=C1)C (toluene), C1(=CC=CC=C1)C (toluene). Run at temperature 110 celsius, time 6 hour. The product is CN1C(=C(C(C=C1)=O)OC(=O)N1[C@@H](CCC1)C(=O)OC)C (1,2-dimethyl-3-[(2(S)-methoxycarbonylpyrrolidino)carbonyloxy]-4(1H)-pyridinone). Reaction SMILES: [CH3:1][N:2]1[CH:7]=[CH:6][C:5](=[O:8])[C:4]([OH:9])=[C:3]1[CH3:10].Cl.[CH3:12][O:13][C:14](=[O:23])[C@@H:15]1[CH2:19][CH2:18][CH2:17][N:16]1[C:20](Cl)=[O:21].Cl.COC(=O)[C@@H]1CCCN1.C(Cl)(Cl)=O>N1C=CC=CC=1.C(#N)C.C1(C)C=CC=CC=1.C(N(CC)CC)C>[CH3:1][N:2]1[CH:7]=[CH:6][C:5](=[O:8])[C:4]([O:9][C:20]([N:16]2[CH2:17][CH2:18][CH2:19][C@H:15]2[C:14]([O:13][CH3:12])=[O:23])=[O:21])=[C:3]1[CH3:10] |f:1.2,3.4|. Reported procedure: 2.80 ml of triethylamine are added to a suspension of 2.78 g of 1,2-dimethyl-3-hydroxy-4(1H)-pyridinone in 100 ml of pyridine and 100 ml of acetonitrile, and then a hot solution of 1-chlorocarbonyl-L-proline methyl ester hydrochloride (prepared by reacting a solution of 0.99 g of L-proline methyl ester hydrochloride (dry) in 150 ml of toluene with 245 ml of a 20% solution of phosgene in toluene after stirring for 6 hours at 110° C.) is added dropwise. The reaction mixture becomes reddish in hue ...